Dataset: the Open Reaction Database (ORD), a public repository of structured organic reaction records. Task: describe an organic reaction: reactants, conditions, products, and yield The reactants are C(C)S(=O)(=O)C1=CC=C(C=C1)C1=CC(=CC=C1F)B(O)O (4′-ethylsulfonyl-6-fluorobiphenyl-3-yl-boronic acid), ClC=1C2=C(N=NC1)N(C=N2)C(C)C (4-chloro-7-isopropyl-7H-imidazo[4,5-c]pyridazine), P([O-])([O-])[O-].[K+].[K+].[K+] (potassium phosphite), C1(CCCCC1)P(C1CCCCC1)C1CCCCC1 (tricyclohexylphosphine), tris(dibenzylideneacetone)palladium(0). Solvent: O1CCOCC1 (dioxane), O (water). Run at temperature 100 celsius. Yields the product C(C)S(=O)(=O)C1=CC=C(C=C1)C1=CC(=CC=C1F)C=1C2=C(N=NC1)N(C=N2)C(C)C (4-[4′-(Ethylsulfonyl)-6-fluorobiphenyl-3-yl]-7-(propan-2-yl)-7H-imidazo[4,5-c]pyridazine). The yield is 27.0%. RXN SMILES: [CH2:1]([S:3]([C:6]1[CH:11]=[CH:10][C:9]([C:12]2[C:17]([F:18])=[CH:16][CH:15]=[C:14](B(O)O)[CH:13]=2)=[CH:8][CH:7]=1)(=[O:5])=[O:4])[CH3:2].Cl[C:23]1[C:24]2[N:31]=[CH:30][N:29]([CH:32]([CH3:34])[CH3:33])[C:25]=2[N:26]=[N:27][CH:28]=1.P([O-])([O-])[O-].[K+].[K+].[K+].C1(P(C2CCCCC2)C2CCCCC2)CCCCC1>O1CCOCC1.O>[CH2:1]([S:3]([C:6]1[CH:11]=[CH:10][C:9]([C:12]2[C:17]([F:18])=[CH:16][CH:15]=[C:14]([C:23]3[C:24]4[N:31]=[CH:30][N:29]([CH:32]([CH3:34])[CH3:33])[C:25]=4[N:26]=[N:27][CH:28]=3)[CH:13]=2)=[CH:8][CH:7]=1)(=[O:5])=[O:4])[CH3:2] |f:2.3.4.5|. Reported procedure: A stirred solution of 4′-ethylsulfonyl-6-fluorobiphenyl-3-yl-boronic acid (Preparation 65, 30 mg, 0.097 mmol), 4-chloro-7-isopropyl-7H-imidazo[4,5-c]pyridazine (Preparation 6, 15 mg, 0.077 mmol) and potassium phosphite (33 mg, 0.154 mmol) in dioxane (3 mL) and water (0.7 mL) was degassed with argon for 10 minutes followed by the addition of tricyclohexylphosphine (1.72 mg, 0.006 mmol) and tris(dibenzylideneacetone)palladium(0) (2.82 mg, 0.003 mmol). The resulting mixture was heated at 100° C. fo... Reactants: OC(C(C)C)C1(C(C(=O)N)C=C(C=C1)Cl)OC (2-(1 -hydroxy-2-methylpropyl)-5-chloro-2-methoxy benzamide), S(=O)(Cl)Cl (thionyl chloride). The solvent is C(C)OCC (diethyl ether). Conditions: time 30 minute. The product is ClC=1C=CC(=C(C1)C=1OCC(N1)(C)C)OC (2-(5-Chloro-2-methoxyphenyl)-4,4-dimethyl-4,5-dihydrooxazole). Yield: 64.0%. Reaction SMILES: OC([C:6]1([O:16][CH3:17])[CH:14]=[CH:13][C:12]([Cl:15])=[CH:11][CH:7]1[C:8]([NH2:10])=[O:9])C(C)C.S(Cl)(Cl)=O>C(OCC)C>[Cl:15][C:12]1[CH:13]=[CH:14][C:6]([O:16][CH3:17])=[C:7]([C:8]2[O:9][CH2:6][C:7]([CH3:11])([CH3:8])[N:10]=2)[CH:11]=1. Procedure details: To a solution of 5-chloro-o-anisic acid (50 g) in toluene (100 mL) was added thionyl chloride (50 mL). The reaction mixture was heated under reflux for 2 hrs and distilled using a short path distillation apparatus to give 5-chloro-o-anisyl chloride, which was used in the next step. To a solution of 2-amino-2-methyl-1-propanol (38 mL) in dichloromethane (200 mL) was added a solution of 5-chloro-o-anisyl chloride in dichloromethane (150 mL) dropwise. The reaction mixture was stirred at ambient tem... The reactants are NC1[C@@H]2N(C(=C(CS2)CSC2=NN=C(S2)C)C(=O)O)C1=O (7-amino-3-(2-methyl-1,3,4-thiadiazol-5-ylthiomethyl)-3-cephem-4-carboxylic acid), ON1C(CCC1=O)=O (N-hydroxysuccinimide), N-hydroxysuccinimidyl aminosulfonylacetate, NS(=O)(=O)CC(=O)O (aminosulfonylacetic acid). The product is NS(=O)(=O)CC(=O)NC1[C@@H]2N(C(=C(CS2)CSC2=NN=C(S2)C)C(=O)O)C1=O (7-Aminosulfonylacetamido-3-(2-methyl-1,3,4-thiadiazol-5-ylthiomethyl)-3-cephem-4-carboxylic acid). Reaction SMILES: [NH2:1][CH:2]1[C:20](=[O:21])[N:4]2[C:5]([C:17]([OH:19])=[O:18])=[C:6]([CH2:9][S:10][C:11]3[S:15][C:14]([CH3:16])=[N:13][N:12]=3)[CH2:7][S:8][C@H:3]12.[NH2:22][S:23]([CH2:26][C:27](O)=[O:28])(=[O:25])=[O:24].ON1C(=O)CCC1=O>>[NH2:22][S:23]([CH2:26][C:27]([NH:1][CH:2]1[C:20](=[O:21])[N:4]2[C:5]([C:17]([OH:19])=[O:18])=[C:6]([CH2:9][S:10][C:11]3[S:15][C:14]([CH3:16])=[N:13][N:12]=3)[CH2:7][S:8][C@H:3]12)=[O:28])(=[O:25])=[O:24]. Procedure: Using the procedure of Example 3, 7-amino-3-(2-methyl-1,3,4-thiadiazol-5-ylthiomethyl)-3-cephem-4-carboxylic acid is reacted with N-hydroxysuccinimidyl aminosulfonylacetate (prepared in a similar manner as set forth in Example 1 from aminosulfonylacetic acid and N-hydroxysuccinimide) to give the desired product. Starting materials: [C-]#N.[Na+] (sodium cyanide), C(C)(=O)OC1=C(C=CC=C1CBr)OC1=C(C=CC=C1)Cl (2-chlorophenyl 2-acetoxy-3-bromomethylphenyl ether), O (Water). Run in CS(=O)C (dimethylsulfoxide). Product: C(C)(=O)OC1=C(C=CC=C1OC1=C(C=CC=C1)Cl)CC#N (2-[2-acetoxy-3-(2-chlorophenoxy)phenyl]acetonitrile). Yield: 101.8%. As a reaction SMILES: [C-:1]#[N:2].[Na+].[C:4]([O:7][C:8]1[C:13]([CH2:14]Br)=[CH:12][CH:11]=[CH:10][C:9]=1[O:16][C:17]1[CH:22]=[CH:21][CH:20]=[CH:19][C:18]=1[Cl:23])(=[O:6])[CH3:5].O>CS(C)=O>[C:4]([O:7][C:8]1[C:9]([O:16][C:17]2[CH:22]=[CH:21][CH:20]=[CH:19][C:18]=2[Cl:23])=[CH:10][CH:11]=[CH:12][C:13]=1[CH2:14][C:1]#[N:2])(=[O:6])[CH3:5] |f:0.1|. Procedure: Powdered sodium cyanide (3.65 g) was added to a solution of 2-chlorophenyl 2-acetoxy-3-bromomethylphenyl ether (22 g) in dimethylsulfoxide (80 ml) with stirring at room temperature, and the mixture was stirred at the same temperature for 10 minutes. Water (200 ml) was added to the reaction mixture and extracted with diethyl ether. The extract was washed with water, dried over magnesium sulfate and then evaporated to give oily 2-[2-acetoxy-3-(2-chlorophenoxy)phenyl]acetonitrile (19 g). The reactants are CO (MeOH), Cl (HCl), NC1=CC(=C(C(=N1)C)C#N)OCC(=O)OC (Methyl 2-(6-amino-3-cyano-2-methylpyridin-4-yloxy)acetate). Reagents/catalysts: [Pd] (Palladium on carbon). Run in CCO (EtOH). Reaction conditions: time 48 hour. Yields the product NC1=CC(=C(C(=N1)C)CN)OCC(=O)OC (Methyl 2-(6-amino-3-(aminomethyl)-2-methylpyridin-4-yloxy)acetate). RXN SMILES: [NH2:1][C:2]1[N:7]=[C:6]([CH3:8])[C:5]([C:9]#[N:10])=[C:4]([O:11][CH2:12][C:13]([O:15][CH3:16])=[O:14])[CH:3]=1.CO.Cl>CCO.[Pd]>[NH2:1][C:2]1[N:7]=[C:6]([CH3:8])[C:5]([CH2:9][NH2:10])=[C:4]([O:11][CH2:12][C:13]([O:15][CH3:16])=[O:14])[CH:3]=1. Procedure details: Methyl 2-(6-amino-3-cyano-2-methylpyridin-4-yloxy)acetate (215 mg, 0.972 mmol) was dissolved in EtOH (16 ml), MeOH (8 ml) and HCl 1M (5 ml), then Palladium on carbon (310 mg, 0.292 mmol) was added and the reaction mixture was stirred at it under H2 pressure during 48 h. After filtration over celite, washing with MeOH and evaporation of the solvent, the title compound was obtained. MS (Method D): [M+H]+226.0/451.2. Starting materials: ClCCl, OC(c1cccc(C(F)(F)F)c1)c1ccc2ncccc2c1Cl, O=S(Cl)Cl. Product: FC(F)(F)c1cccc(C(Cl)c2ccc3ncccc3c2Cl)c1. Reaction SMILES: [Cl:28][CH2:29][Cl:30].[Cl:5][c:6]1[c:7]2[cH:8][cH:9][cH:10][n:11][c:12]2[cH:13][cH:14][c:15]1[CH:16]([OH:17])[c:18]1[cH:19][c:20]([C:24]([F:25])([F:26])[F:27])[cH:21][cH:22][cH:23]1.[S:1]([Cl:2])([Cl:3])=[O:4]>>[Cl:3][CH:16]([c:15]1[c:6]([Cl:5])[c:7]2[cH:8][cH:9][cH:10][n:11][c:12]2[cH:13][cH:14]1)[c:18]1[cH:19][c:20]([C:24]([F:25])([F:26])[F:27])[cH:21][cH:22][cH:23]1.